This data is from the Open Reaction Database (ORD), a public repository of structured organic reaction records. The task is: describe an organic reaction: reactants, conditions, products, and yield Isolated yield 11.8%. Reaction conditions: temperature 120 celsius, time 18 hour. Procedure details: A mixture of methyl 3-aminocrotonate (5 g) and 5-(1-hydroxypropylidene)-2,2-dimethyl-1,3-dioxane-4,6-dione (10 g) (obtained as described in J. Org. Chem., 1978, 43, 2087) was heated at 120° C. for 1 hour. The residue was cooled to ambient temperature and treated with a mixture of ether and hexane (1:6 v/v; 35 ml) and allowed to stand for 18 hours. The solvent was removed by decanting and the insoluble residue purified by flash chromatography, eluting with methanol/dichloromethane (1:9 v/v) to gi... Run in CCCCCC (hexane). The product is C(C)C1=CC(C(=C(N1)C)C(=O)OC)=O (methyl 1,4-dihydro-6-ethyl-2-methyl-4-oxopyridine-3-carboxylate). The reactants are N\C(=C/C(=O)OC)\C (methyl 3-aminocrotonate), OC(CC)=C1C(OC(OC1=O)(C)C)=O (5-(1-hydroxypropylidene)-2,2-dimethyl-1,3-dioxane-4,6-dione), CCOCC (ether). RXN SMILES: [NH2:1]/[C:2](/[CH3:8])=[CH:3]\[C:4]([O:6][CH3:7])=[O:5].O[C:10](=[C:13]1C(=O)OC(C)(C)[O:15][C:14]1=O)[CH2:11][CH3:12].CCOCC>CCCCCC>[CH2:11]([C:10]1[NH:1][C:2]([CH3:8])=[C:3]([C:4]([O:6][CH3:7])=[O:5])[C:14](=[O:15])[CH:13]=1)[CH3:12]. The reactants are C(C1=CC=CC=C1)OC(=O)NC1C(N(C2=C(C(=N1)CC)C=CC=C2C)CC(=O)OCC)=O ((3RS)-3-benzyloxycarbonylamino-2,3-dihydro-5-ethyl-1-ethoxycarbonylmethyl-9-methyl-1H-1,4-benzodiazepin-2-one), [OH-].[Na+] (sodium hydroxide). The solvent is COCCOC (1,2-dimethoxyethane), C(C)(=O)OCC (ethyl acetate), Cl (hydrochloric acid). Conditions: time 8 hour. Yields the product C(C1=CC=CC=C1)OC(=O)NC1C(N(C2=C(C(=N1)CC)C=CC=C2C)CC(=O)O)=O ((3RS)-3-benzyloxycarbonylamino-5-ethyl-1-carboxymethyl-2,3-dihydro-9-methyl-1H-1,4-benzodiazepin-2-one). Isolated yield 84.1%. As a reaction SMILES: [CH2:1]([O:8][C:9]([NH:11][CH:12]1[N:18]=[C:17]([CH2:19][CH3:20])[C:16]2[CH:21]=[CH:22][CH:23]=[C:24]([CH3:25])[C:15]=2[N:14]([CH2:26][C:27]([O:29]CC)=[O:28])[C:13]1=[O:32])=[O:10])[C:2]1[CH:7]=[CH:6][CH:5]=[CH:4][CH:3]=1.[OH-].[Na+]>COCCOC.C(OCC)(=O)C.Cl>[CH2:1]([O:8][C:9]([NH:11][CH:12]1[N:18]=[C:17]([CH2:19][CH3:20])[C:16]2[CH:21]=[CH:22][CH:23]=[C:24]([CH3:25])[C:15]=2[N:14]([CH2:26][C:27]([OH:29])=[O:28])[C:13]1=[O:32])=[O:10])[C:2]1[CH:3]=[CH:4][CH:5]=[CH:6][CH:7]=1 |f:1.2|. Procedure details: A mixture of (3RS)-3-benzyloxycarbonylamino-2,3-dihydro-5-ethyl-1-ethoxycarbonylmethyl-9-methyl-1H-1,4-benzodiazepin-2-one (1.55 g) and 1N sodium hydroxide (7.0 ml) in 1,2-dimethoxyethane (10 ml) was stirred at room temperature overnight. The reaction mixture was evaporated in vacuo to afford a residue, which was dissolved in a mixture of ethyl acetate and 1N aqueous hydrochloric acid. The separated organic layer was washed with water and brine, and then dried over magnesium sulfate. The solvent...